Dataset: the Open Reaction Database (ORD), a public repository of structured organic reaction records. Task: describe an organic reaction: reactants, conditions, products, and yield Starting materials: C1(=CC=CC=C1)S(=O)(=O)NC(C=CC=1C=CC2=C(N(C(=N2)C)CC2=C(C=CC=C2)Cl)C1)=O (N-benzenesulfonyl-1-(2-chlorobenzyl)-2-methylbenzimidazole-6-acrylamide), [H][H] (hydrogen). Reagents/catalysts: [Pd] (Palladium on carbon). The solvent is C(C)O (ethanol). Yields the product C1(=CC=CC=C1)S(=O)(=O)NC(CCC=1C=CC2=C(N(C(=N2)C)CC2=C(C=CC=C2)Cl)C1)=O (N-benzenesulfonyl-3-[1-(2-chlorobenzyl)-2-methylbenzimidazole-6-yl]propionamide). Isolated yield 41.0%. RXN SMILES: [C:1]1([S:7]([NH:10][C:11](=[O:32])[CH:12]=[CH:13][C:14]2[CH:15]=[CH:16][C:17]3[N:21]=[C:20]([CH3:22])[N:19]([CH2:23][C:24]4[CH:29]=[CH:28][CH:27]=[CH:26][C:25]=4[Cl:30])[C:18]=3[CH:31]=2)(=[O:9])=[O:8])[CH:6]=[CH:5][CH:4]=[CH:3][CH:2]=1.[H][H]>[Pd].C(O)C>[C:1]1([S:7]([NH:10][C:11](=[O:32])[CH2:12][CH2:13][C:14]2[CH:15]=[CH:16][C:17]3[N:21]=[C:20]([CH3:22])[N:19]([CH2:23][C:24]4[CH:29]=[CH:28][CH:27]=[CH:26][C:25]=4[Cl:30])[C:18]=3[CH:31]=2)(=[O:9])=[O:8])[CH:2]=[CH:3][CH:4]=[CH:5][CH:6]=1. Procedure details: 5% Palladium on carbon (0.500 g) was added to a solution of 0.607 g of N-benzenesulfonyl-1-(2-chlorobenzyl)-2-methylbenzimidazole-6-acrylamide in 150 ml of ethanol, and the mixture was stirred in a hydrogen atmosphere at room temperature for 43 hours. The solid material was separated through filtration, and the filtrate was concentrated. The residue was dissolved in a mixed solution of a 20% potassium hydrogencarbonate aqueous solution and methanol, and was adjusted to a pH of from 5 to 6 with 1... The reactants are [Li]CCCCCC, C1CCOC1, CCCCCCC, [Cl-], [Cl-], O=C(Cl)CCl, Cl[Cu], Fc1ccccc1F, [Zn+2]. Yields the product O=C(CCl)c1cccc(F)c1F. Reaction SMILES: [CH2:14]([Li:15])[CH2:16][CH2:17][CH2:18][CH2:19][CH3:20].[CH2:9]1[O:10][CH2:11][CH2:12][CH2:13]1.[CH3:26][CH2:27][CH2:28][CH2:29][CH2:30][CH2:31][CH3:32].[Cl-:33].[Cl-:35].[Cl:21][CH2:22][C:23](=[O:24])[Cl:25].[Cl:36][Cu:37].[F:1][c:2]1[cH:3][cH:4][cH:5][cH:6][c:7]1[F:8].[Zn+2:34]>>[F:1][c:2]1[cH:3][cH:4][cH:5][c:6]([C:23]([CH2:22][Cl:21])=[O:24])[c:7]1[F:8]. Starting materials: C(C)(=S)[O-].[Na+] (sodium thioacetate), C(C)(=O)O[C@H]1[C@@H](C(N1)=O)OC ((3S,4S)-4-acetoxy-3-methoxy-2-oxoazetidine), O1CCOCC1 (dioxan). The solvent is P(=O)([O-])([O-])[O-] (phosphate). Run at time 30 minute. Yields the product C(C)(=O)S[C@@H]1[C@H](C(N1)=O)OC ((3S,4R)-4-acetylthio-3-methoxy-2-oxoazetidine). Reaction SMILES: [C:1]([O-:4])(=[S:3])[CH3:2].[Na+].C(O[C@@H:10]1[NH:13][C:12](=[O:14])[C@H:11]1[O:15][CH3:16])(=O)C.O1CCOCC1>P([O-])([O-])([O-])=O>[C:1]([S:3][C@H:10]1[NH:13][C:12](=[O:14])[C@@H:11]1[O:15][CH3:16])(=[O:4])[CH3:2] |f:0.1|. Reported procedure: 1.5 equivalents of an aqueous sodium thioacetate solution are added to a solution of 40 mg of (3S,4S)-4-acetoxy-3-methoxy-2-oxoazetidine (for manufacture see below) in 1.5 ml of phosphate buffer of a pH of 7 and 0.1 ml of dioxan, and the mixture is stirred for 30 minutes at room temperature. The reaction mixture is extracted with methylene chloride and the separated organic solution is then dried over sodium sulphate. The solvent is evaporated off in vacuo and the residue is purified by chromato... Starting materials: CCSc1nc(C(C#N)C(=O)c2ccccc2F)ccc1[N+](=O)[O-], CCOC(C)=O, [Na+], [OH-]. The product is CCSc1nc(C(C#N)C(=O)c2ccccc2F)ccc1N. As a reaction SMILES: [CH2:1]([CH3:2])[S:3][c:4]1[c:5]([N+:22]([O-:23])=[O:24])[cH:6][cH:7][c:8]([CH:10]([C:11]#[N:12])[C:13](=[O:14])[c:15]2[c:16]([F:21])[cH:17][cH:18][cH:19][cH:20]2)[n:9]1.[CH3:27][CH2:28][O:29][C:30]([CH3:31])=[O:32].[Na+:26].[OH-:25]>>[CH2:1]([CH3:2])[S:3][c:4]1[c:5]([NH2:22])[cH:6][cH:7][c:8]([CH:10]([C:11]#[N:12])[C:13](=[O:14])[c:15]2[c:16]([F:21])[cH:17][cH:18][cH:19][cH:20]2)[n:9]1. As a reaction SMILES: [CH3:1][O:2][C:3]([NH:5][C:6]([NH:8][C:9]1[CH:14]=[CH:13][C:12]([CH2:15][CH2:16][CH2:17][CH3:18])=[CH:11][C:10]=1[N+:19]([O-])=O)=[S:7])=[O:4]>CO.O>[CH3:1][O:2][C:3]([NH:5][C:6]([NH:8][C:9]1[CH:14]=[CH:13][C:12]([CH2:15][CH2:16][CH2:17][CH3:18])=[CH:11][C:10]=1[NH2:19])=[S:7])=[O:4]. Solvent: CO (methanol), O (water). Product: COC(=O)NC(=S)NC1=C(C=C(C=C1)CCCC)N (1-methoxycarbonyl-3-(2-amino-4-n-butylphenyl)thiourea). Isolated yield 82.4%. Procedure: 1-Methoxycarbonyl-3-(4n-butyl-2-nitrophenyl)-thiourea (69.0 g; 0.22 mole) and ferrous chloride tetrahydrate (9.2 g) were finely powdered together and suspended in a mixture of methanol (350 ml) and water (70 ml). The vigorously stirred suspension was then heated to reflux and reduced iron powder (42.0 g; 0.78 mole) was added in portions during forty-five minutes. When the addition was complete, the reaction mixture was refluxed for a further thirty minutes and filtered. On cooling a crystalline ... The reactants are COC(=O)NC(=S)NC1=C(C=C(C=C1)CCCC)[N+](=O)[O-] (1-Methoxycarbonyl-3-(4n-butyl-2-nitrophenyl)-thiourea), ferrous chloride tetrahydrate, reduced iron. Starting materials: CC1=C(C=CC(=C1)OC)N1CCC=2C(=NC=3C(=CC=CC3C21)OCC(F)(F)F)Cl (1-(2-Methyl-4-methoxyphenyl)-4-chloro-6-β,β,β-trifluoroethoxy-2,3-dihydropyrrolo[3,2-c]quinoline), CN (methylamine). Solvent: O (water). Conditions: temperature 180 celsius. Product: CC1=C(C=CC(=C1)OC)N1CCC=2C(=NC=3C(=CC=CC3C21)OCC(F)(F)F)NC (1-(2-methyl-4-methoxyphenyl)-4-methylamino-6-β,β,β-trifluoroethoxy-2,3-dihydropyrrolo[3,2-c]quinoline). RXN SMILES: [CH3:1][C:2]1[CH:7]=[C:6]([O:8][CH3:9])[CH:5]=[CH:4][C:3]=1[N:10]1[C:22]2[C:21]3[CH:20]=[CH:19][CH:18]=[C:17]([O:23][CH2:24][C:25]([F:28])([F:27])[F:26])[C:16]=3[N:15]=[C:14](Cl)[C:13]=2[CH2:12][CH2:11]1.[CH3:30][NH2:31]>O>[CH3:1][C:2]1[CH:7]=[C:6]([O:8][CH3:9])[CH:5]=[CH:4][C:3]=1[N:10]1[C:22]2[C:21]3[CH:20]=[CH:19][CH:18]=[C:17]([O:23][CH2:24][C:25]([F:28])([F:27])[F:26])[C:16]=3[N:15]=[C:14]([NH:31][CH3:30])[C:13]=2[CH2:12][CH2:11]1. Procedure: 1-(2-Methyl-4-methoxyphenyl)-4-chloro-6-β,β,β-trifluoroethoxy-2,3-dihydropyrrolo[3,2-c]quinoline(600 mg, 1.42 mmol) was dissolved in aqueous solution of methylamine(40%, 5.0 ml) in the pressure tube, and the reaction mixture was refluxed at 180° C. for 15 hours. The reaction mixture was dissolved in water, extracted with dichloromethane, and the organic layer was washed with water for 3 times. The organic layer was dried over anhydrous magnesium sulfate, filtered, and concentrated under reduced ... The reactants are BrB(Br)Br, CCN(c1nc(C)cc(C)n1)c1c(Br)cc(OC)cc1OC, ClCCl. Product: CCN(c1nc(C)cc(C)n1)c1c(O)cc(OC)cc1Br. Reaction SMILES: [B:23]([Br:24])([Br:25])[Br:26].[Br:1][c:2]1[c:3]([N:12]([c:13]2[n:14][c:15]([CH3:20])[cH:16][c:17]([CH3:19])[n:18]2)[CH2:21][CH3:22])[c:4]([O:10][CH3:11])[cH:5][c:6]([O:8][CH3:9])[cH:7]1.[Cl:27][CH2:28][Cl:29]>>[Br:1][c:2]1[c:3]([N:12]([c:13]2[n:14][c:15]([CH3:20])[cH:16][c:17]([CH3:19])[n:18]2)[CH2:21][CH3:22])[c:4]([OH:10])[cH:5][c:6]([O:8][CH3:9])[cH:7]1.